Dataset: the Open Reaction Database (ORD), a public repository of structured organic reaction records. Task: describe an organic reaction: reactants, conditions, products, and yield Starting materials: C(C#C)N1CCCCCC1 (1-prop-2-ynylazepane), C(C#C)N1CCCCCC1 (1-prop-2-ynylazepane), CC1(CCC(CC1)C1=C(C=C(C=C1)OS(=O)(=O)C(F)(F)F)Cl)C ([4-(4,4-dimethylcyclohexyl)-3-chlorophenyl]trifluoromethanesulphonate), [Cl-].[Li+] (lithium chloride). Reagents/catalysts: Cl[Pd]([P](C1=CC=CC=C1)(C2=CC=CC=C2)C3=CC=CC=C3)([P](C4=CC=CC=C4)(C5=CC=CC=C5)C6=CC=CC=C6)Cl (dichlorobis(triphenylphosphine)palladium), [Cu](I)I (copper iodide). The solvent is C(C)OCC (diethyl ether), C(C)N(CC)CC (triethylamine), N1=CC=CC=C1 (pyridine). The product is Cl.CC1(CCC(CC1)C1=C(C=C(C=C1)C#CCN1CCCCCC1)Cl)C ({3-[4-(4,4-Dimethylcyclohexyl)-3-chlorophenyl]prop-2-ynyl}azepane hydrochloride). As a reaction SMILES: [CH2:1]([N:4]1[CH2:10][CH2:9][CH2:8][CH2:7][CH2:6][CH2:5]1)[C:2]#[CH:3].[CH3:11][C:12]1([CH3:33])[CH2:17][CH2:16][CH:15]([C:18]2[CH:23]=[CH:22][C:21](OS(C(F)(F)F)(=O)=O)=[CH:20][C:19]=2[Cl:32])[CH2:14][CH2:13]1.[Cl-].[Li+]>C(N(CC)CC)C.N1C=CC=CC=1.C(OCC)C.Cl[Pd](Cl)([P](C1C=CC=CC=1)(C1C=CC=CC=1)C1C=CC=CC=1)[P](C1C=CC=CC=1)(C1C=CC=CC=1)C1C=CC=CC=1.[Cu](I)I>[ClH:32].[CH3:11][C:12]1([CH3:33])[CH2:17][CH2:16][CH:15]([C:18]2[CH:23]=[CH:22][C:21]([C:3]#[C:2][CH2:1][N:4]3[CH2:10][CH2:9][CH2:8][CH2:7][CH2:6][CH2:5]3)=[CH:20][C:19]=2[Cl:32])[CH2:14][CH2:13]1 |f:2.3,9.10,^1:56,75|. Procedure details: 0.76 g of dichlorobis(triphenylphosphine)palladium are added, under an inert atmosphere, to 3.6 g of 1-prop-2-ynylazepane (compound 4.1), 8 g of [4-(4,4-dimethylcyclohexyl)-3-chlorophenyl]trifluoromethanesulphonate (compound III.1), 0.103 g of copper iodide, 1.83 g of lithium chloride in 200 ml of triethylamine and 100 ml of pyridine. The reaction mixture is heated at reflux for 12 hours. The solvents are evaporated off under reduced pressure and the residue obtained is purified by chromatograph...